Dataset: the Open Reaction Database (ORD), a public repository of structured organic reaction records. Task: describe an organic reaction: reactants, conditions, products, and yield The reactants are CCOC=1C=CC(=CC1)N (p-phenetidine), C(C)OC=C(C(=O)OCC)C(=O)OCC (diethyl ethoxymethylenemalonate). Run in CCCCCC (hexane). Product: C(C)OC(C(C(=O)OCC)=CNC1=CC=C(C=C1)OCC)=O (2-(4-Ethoxy-anilinomethylene)-propanedioic acid diethyl ester). Isolated yield 84.9%. Reaction SMILES: [CH3:1][CH2:2][O:3][C:4]1[CH:5]=[CH:6][C:7]([NH2:10])=[CH:8][CH:9]=1.C(O[CH:14]=[C:15]([C:21]([O:23][CH2:24][CH3:25])=[O:22])[C:16]([O:18][CH2:19][CH3:20])=[O:17])C>CCCCCC>[CH2:19]([O:18][C:16](=[O:17])[C:15](=[CH:14][NH:10][C:7]1[CH:8]=[CH:9][C:4]([O:3][CH2:2][CH3:1])=[CH:5][CH:6]=1)[C:21]([O:23][CH2:24][CH3:25])=[O:22])[CH3:20]. Procedure: To 41.15 g (0.3 Mol) of p-phenetidine in 90 ml of hexane, 64.9 g (0.3 Mol) of diethyl ethoxymethylenemalonate was added dropwise with stirring at room temperature. After an additional hour of stirring at room temperature, the reaction mixture was cooled with an ice bath and the product crystallized spontaneously. The crude solid material was isolated by filtration and washed with hexane to give 78.3 g of the title product; white solid melting at 55-56° C. UV 329 nm (E=802). Reactants: Cl (hydrochloric acid), SC1=NNC=N1 (3-mercapto-1,2,4-triazole), ClC1=CC=C(C=C1)[N+](=O)[O-] (1-chloro-4-nitrobenzene), [H-].[Na+] (sodium hydride). Solvent: CN(C=O)C (N,N-dimethylformamide). Conditions: time 1 hour. Yields the product [N+](=O)([O-])C1=CC=C(C=C1)SC1=NNC=N1 (3-(4-nitrophenylthio)-1,2,4-triazole). Yield: 66.0%. RXN SMILES: [SH:1][C:2]1[N:6]=[CH:5][NH:4][N:3]=1.[H-].[Na+].Cl[C:10]1[CH:15]=[CH:14][C:13]([N+:16]([O-:18])=[O:17])=[CH:12][CH:11]=1.Cl>CN(C)C=O>[N+:16]([C:13]1[CH:14]=[CH:15][C:10]([S:1][C:2]2[N:6]=[CH:5][NH:4][N:3]=2)=[CH:11][CH:12]=1)([O-:18])=[O:17] |f:1.2|. Procedure: 5 g of 3-mercapto-1,2,4-triazole was dissolved in 40 ml of N,N-dimethylformamide, and 2.17 g of sodium hydride (60% in mineral oil) was added at 0° C.. The solution was stirred at the same temperature for one hour, and then 7.78 g of 1-chloro-4-nitrobenzene was added. The solution was stirred at room temperature for one hour, and refluxed for 2 hours. Then, 10% hydrochloric acid was added to the reactant solution, it was extracted with ethyl acetate. The organic layer was washed with brine, drie... The reactants are COC(=O)C=1OC(=CC1)C#N (5-Cyano-furan-2-carboxylic acid methyl ester), [BH4-].[Na+] (sodium borohydride), [NH4+].[Cl-] (NH4Cl). Solvent: C(C)O (ethanol). Conditions: time 2 hour. The product is OCC1=CC=C(O1)C#N (5-hydroxymethyl-furan-2-carbonitrile). As a reaction SMILES: C[O:2][C:3]([C:5]1[O:6][C:7]([C:10]#[N:11])=[CH:8][CH:9]=1)=O.[BH4-].[Na+].[NH4+].[Cl-]>C(O)C>[OH:2][CH2:3][C:5]1[O:6][C:7]([C:10]#[N:11])=[CH:8][CH:9]=1 |f:1.2,3.4|. Procedure details: A solution of the ester from step 1 (0.098 g, 0.652 mmol), in ethanol (2.5 ml) at 0° C. was treated with sodium borohydride (0.11 g, 2.936 mmol) and the reaction was stirred for 2 hrs. Saturated NH4Cl solution (1 ml) was added and the aqueous extracted with diethylether. The combined extracts were dried (MgSO4) and evaporated in vacuo. The residue was chromatographed (silica gel, diethylether) to afford the title compound. Starting materials: C1CCOC1, Cc1ccccc1, COc1ccc(-n2nc(CC(C(=O)N3C(=O)OC4Cc5ccccc5C43)c3cccc(C)c3)cc2-c2ccc(Cl)c(Cl)c2)cc1, Cl, [Li+], [OH-], O, OO. The product is COc1ccc(-n2nc(CC(C(=O)O)c3cccc(C)c3)cc2-c2ccc(Cl)c(Cl)c2)cc1. Reaction SMILES: [CH2:52]1[O:53][CH2:54][CH2:55][CH2:56]1.[CH3:57][c:58]1[cH:59][cH:60][cH:61][cH:62][cH:63]1.[Cl:1][c:2]1[cH:3][c:4](-[c:9]2[cH:10][c:11]([CH2:22][CH:23]([C:24](=[O:25])[N:26]3[CH:27]4[c:28]5[cH:29][cH:30][cH:31][cH:32][c:33]5[CH2:34][CH:35]4[O:36][C:37]3=[O:38])[c:39]3[cH:40][c:41]([CH3:45])[cH:42][cH:43][cH:44]3)[n:12][n:13]2-[c:14]2[cH:15][cH:16][c:17]([O:20][CH3:21])[cH:18][cH:19]2)[cH:5][cH:6][c:7]1[Cl:8].[ClH:50].[Li+:49].[OH-:48].[OH2:51].[OH:46][OH:47]>>[Cl:1][c:2]1[cH:3][c:4](-[c:9]2[cH:10][c:11]([CH2:22][CH:23]([C:24](=[O:25])[OH:46])[c:39]3[cH:40][c:41]([CH3:45])[cH:42][cH:43][cH:44]3)[n:12][n:13]2-[c:14]2[cH:15][cH:16][c:17]([O:20][CH3:21])[cH:18][cH:19]2)[cH:5][cH:6][c:7]1[Cl:8]. Reactants: CC#N, O=C(OC(=O)C(F)(F)F)C(F)(F)F, N=C(N)Nc1nc(-c2cccc(N)c2)cs1. Product: O=C(O)C(F)(F)F, N=C(N)Nc1nc(-c2cccc(NC(=O)C(F)(F)F)c2)cs1. As a reaction SMILES: [CH3:30][C:31]#[N:32].[F:17][C:18]([C:19](=[O:20])[O:21][C:22]([C:23]([F:24])([F:25])[F:26])=[O:27])([F:28])[F:29].[NH:1]([C:2](=[NH:3])[NH2:4])[c:5]1[s:6][cH:7][c:8](-[c:10]2[cH:11][c:12]([NH2:16])[cH:13][cH:14][cH:15]2)[n:9]1>>[F:17][C:18]([C:19](=[O:20])[OH:21])([F:28])[F:29].[NH:1]([C:2](=[NH:3])[NH2:4])[c:5]1[s:6][cH:7][c:8](-[c:10]2[cH:11][c:12]([NH:16][C:22]([C:23]([F:24])([F:25])[F:26])=[O:27])[cH:13][cH:14][cH:15]2)[n:9]1. The reactants are CO, ClCCl, COc1ccc(N2CCN(c3ccc(N=C=S)cc3)CC2)cc1, N. The product is COc1ccc(N2CCN(c3ccc(NC(N)=S)cc3)CC2)cc1. Reaction SMILES: [CH3:28][OH:29].[Cl:24][CH2:25][Cl:26].[N:1](=[C:2]=[S:3])[c:4]1[cH:5][cH:6][c:7]([N:10]2[CH2:11][CH2:12][N:13]([c:16]3[cH:17][cH:18][c:19]([O:22][CH3:23])[cH:20][cH:21]3)[CH2:14][CH2:15]2)[cH:8][cH:9]1.[NH3:27]>>[NH:1]([C:2](=[S:3])[NH2:27])[c:4]1[cH:5][cH:6][c:7]([N:10]2[CH2:11][CH2:12][N:13]([c:16]3[cH:17][cH:18][c:19]([O:22][CH3:23])[cH:20][cH:21]3)[CH2:14][CH2:15]2)[cH:8][cH:9]1.